From a dataset of the Open Reaction Database (ORD), a public repository of structured organic reaction records. describe an organic reaction: reactants, conditions, products, and yield Reactants: FC(CNC=1C=C(C=CC1C)O)(F)F (3-Trifluoroethylamino-4-methylphenol), C1(C=2C(C(=O)O1)=CC=CC2)=O (phthalic anhydride), FC(CNC=1C=C(C=CC1C)O)(F)F (3-trifluoroethylamino-4-methylphenol), P(O)(O)(O)=O (phosphoric acid), O (water). Run in CO (Methanol). Product: [OH-].C(=O)(O)C1=C(C=CC=C1)C=1C2=CC(=C(C=C2[O+]=C2C=C(C(=CC12)C)NCC(F)(F)F)NCC(F)(F)F)C (9-(2-carboxyphenyl)-3,6-bis (trifluoroethylamino)-2,7-dimethyl-xanthylium hydroxide). Isolated yield 73.0%. As a reaction SMILES: [F:1][C:2]([F:14])([F:13])[CH2:3][NH:4][C:5]1[CH:6]=[C:7]([OH:12])[CH:8]=[CH:9][C:10]=1[CH3:11].[C:15]1(=O)[O:20][C:18](=[O:19])[C:17]2=[CH:21][CH:22]=[CH:23][CH:24]=[C:16]12.O.P(=O)(O)(O)O>CO>[OH-:12].[C:18]([C:17]1[CH:21]=[CH:22][CH:23]=[CH:24][C:16]=1[C:15]1[C:8]2[C:7]([O+:12]=[C:7]3[C:8]=1[CH:9]=[C:10]([CH3:11])[C:5]([NH:4][CH2:3][C:2]([F:13])([F:14])[F:1])=[CH:6]3)=[CH:6][C:5]([NH:4][CH2:3][C:2]([F:1])([F:14])[F:13])=[C:10]([CH3:11])[CH:9]=2)([OH:20])=[O:19] |f:5.6|. Procedure details: 3-Trifluoroethylamino-4-methylphenol (13.9 g; 0.068 mole) and phthalic anhydride (15.05 g; 0.102 mole-1.5 mole equivalents) were heated in a 500 ml round-bottomed, single-neck flask equipped with a short, water-cooled reflux condenser in a 160° oil bath for three hours. A temperature in the range of 150°-180° C. is acceptable. At the start of the reaction the melt was swirled from time to time to facilitate mixing. A further batch of 3-trifluoroethylamino-4-methylphenol (14.0 g; 0.068 mole) was ... Reported procedure: A mixture of 3-[5-(2-chloropyrid-4-ylcarbonylamino)-2-methylphenyl]-6-(4-methylpiperazin-1-yl)-3,4-dihydroquinazolin-4-one (0.18 g) and pyrrolidine (2 ml) was stirred and heated to 100° C. for 16 hours. The mixture was cooled to ambient temperature and poured into water. The resultant solid was isolated, washed with water and dried under vacuum at 40° C. There was thus obtained the title compound (0.11 g); NMR Spectrum: (DMSOd6) 1.94-1.97 (m, 4H), 2.04 (s, 3H), 2.22 (s, 3H), 2.45-2.49 (m, 4H), 3... The product is CC1=C(C=C(C=C1)NC(=O)C1=CC(=NC=C1)N1CCCC1)N1C=NC2=CC=C(C=C2C1=O)N1CCN(CC1)C (3-[2-Methyl-5-(2-pyrrolidin-1-ylpyrid-4-ylcarbonylamino)phenyl]-6-(4-methylpiperazin-1-yl)-3,4-dihydroquinazolin-4-one). Reaction SMILES: Cl[C:2]1[CH:7]=[C:6]([C:8]([NH:10][C:11]2[CH:12]=[CH:13][C:14]([CH3:35])=[C:15]([N:17]3[C:26](=[O:27])[C:25]4[C:20](=[CH:21][CH:22]=[C:23]([N:28]5[CH2:33][CH2:32][N:31]([CH3:34])[CH2:30][CH2:29]5)[CH:24]=4)[N:19]=[CH:18]3)[CH:16]=2)=[O:9])[CH:5]=[CH:4][N:3]=1.[NH:36]1[CH2:40][CH2:39][CH2:38][CH2:37]1>O>[CH3:35][C:14]1[CH:13]=[CH:12][C:11]([NH:10][C:8]([C:6]2[CH:5]=[CH:4][N:3]=[C:2]([N:36]3[CH2:40][CH2:39][CH2:38][CH2:37]3)[CH:7]=2)=[O:9])=[CH:16][C:15]=1[N:17]1[C:26](=[O:27])[C:25]2[C:20](=[CH:21][CH:22]=[C:23]([N:28]3[CH2:33][CH2:32][N:31]([CH3:34])[CH2:30][CH2:29]3)[CH:24]=2)[N:19]=[CH:18]1. The reactants are ClC1=NC=CC(=C1)C(=O)NC=1C=CC(=C(C1)N1C=NC2=CC=C(C=C2C1=O)N1CCN(CC1)C)C (3-[5-(2-chloropyrid-4-ylcarbonylamino)-2-methylphenyl]-6-(4-methylpiperazin-1-yl)-3,4-dihydroquinazolin-4-one), N1CCCC1 (pyrrolidine). Solvent: O (water). Reaction conditions: temperature 100 celsius. Yields the product C(C)OC(=O)C=1N=C(OC1)C=O (2-Formyl-oxazole-4-carboxylic acid ethyl ester). Reactants: N#N (N2), C(C)OC(=O)C=1N=C(OC1)\C=C\C1=CC=CC=C1 ((E)-2-styryl-oxazole-4-carboxylic acid ethyl ester), RuCl3 hydrate, O (water). Procedure: In a flame dried round-bottomed flask equipped with a magnetic stir bar and under inert atmosphere (N2), a solution of Na104 (3.21 g, 15.00 mmol) in water (26.0) mL was slowly added to a vigorously stirred suspension of silica gel (15.0 g) in acetone (60.0 mL). The mixture was then concentrated under reduced pressure and the lumpy solid slurried in CH2Cl2 and the solvent was evaporated under reduced pressure. CH2Cl2 (40.0 mL) was added and the reaction mixture was treated at rt with (E)-2-styryl... Reaction SMILES: N#N.[CH2:3]([O:5][C:6]([C:8]1[N:9]=[C:10](/[CH:13]=C/C2C=CC=CC=2)[O:11][CH:12]=1)=[O:7])[CH3:4].[OH2:21]>CC(C)=O>[CH2:3]([O:5][C:6]([C:8]1[N:9]=[C:10]([CH:13]=[O:21])[O:11][CH:12]=1)=[O:7])[CH3:4]. Run in CC(=O)C (acetone). Conditions: time 30 minute.